describe an organic reaction: reactants, conditions, products, and yield From a dataset of the Open Reaction Database (ORD), a public repository of structured organic reaction records. Starting materials: C[Al](C)C, CCCCc1noc(C)c1COc1cc(C(=O)OC)on1, CC(C)N, C1COCCO1. Yields the product CCCCc1noc(C)c1COc1cc(C(=O)NC(C)C)on1. As a reaction SMILES: [CH3:1][Al:2]([CH3:3])[CH3:4].[CH3:9][O:10][C:11](=[O:12])[c:13]1[cH:14][c:15]([O:18][CH2:19][c:20]2[c:21]([CH2:26][CH2:27][CH2:28][CH3:29])[n:22][o:23][c:24]2[CH3:25])[n:16][o:17]1.[CH:5]([CH3:6])([CH3:7])[NH2:8].[O:30]1[CH2:31][CH2:32][O:33][CH2:34][CH2:35]1>>[CH:5]([CH3:6])([CH3:7])[NH:8][C:11](=[O:10])[c:13]1[cH:14][c:15]([O:18][CH2:19][c:20]2[c:21]([CH2:26][CH2:27][CH2:28][CH3:29])[n:22][o:23][c:24]2[CH3:25])[n:16][o:17]1. Starting materials: CC1=CC=C(CN)C=C1 (4-methylbenzylamine), O=C(C(=O)OCC)C(C)=O (2,3-dioxobutyric acid, ethyl ester), (Z)-2-oxime, C(C)#N (acetonitrile). Yields the product CC1=C(N=C(N1)C1=CC=C(C=C1)C)C(=O)OCC (5-methyl-2-(4-methylphenyl)-1H-imidazole-4-carboxylic acid, ethyl ester). RXN SMILES: [CH3:1][C:2]1[CH:9]=[CH:8][C:5]([CH2:6][NH2:7])=[CH:4][CH:3]=1.O=[C:11]([C:17](=O)[CH3:18])[C:12]([O:14][CH2:15][CH3:16])=[O:13].C(#[N:22])C>>[CH3:18][C:17]1[NH:22][C:6]([C:5]2[CH:8]=[CH:9][C:2]([CH3:1])=[CH:3][CH:4]=2)=[N:7][C:11]=1[C:12]([O:14][CH2:15][CH3:16])=[O:13]. Reported procedure: A mixture of 10.7 g of 4-methylbenzylamine, 12.7 g of 2,3-dioxobutyric acid, ethyl ester, (Z)-2-oxime and 160 ml of acetonitrile was stirred and refluxed for 3.5 hours. The mixture was cooled, the solid collected and recrystallized from ethanol, giving 6.2 g of 5-methyl-2-(4-methylphenyl)-1H-imidazole-4-carboxylic acid, ethyl ester. Reactants: C(C)(C)(C)OC(NC[C@H]1C[C@@H](CC1)C(=O)NNC=1N=C2C(=NC1)N(C=C2)S(=O)(=O)C2=CC=C(C)C=C2)=O (tert-butyl((1R,3R)-3-(2-(5-tosyl-5H-pyrrolo[2,3-b]pyrazin-2-yl)hydrazinecarbonyl)cyclopentyl)methylcarbamate), O=S(Cl)Cl (SOCl2), [OH-].[Na+] (NaOH), C(C)(C)(C)OC(=O)NC[C@H]1C[C@@H](CC1)C(=O)O ((1R,3R)-3-((tert-butoxycarbonylamino)methyl)cyclopentanecarboxylic acid), CCN(C(C)C)C(C)C (DIEA). Solvent: O1CCOCC1 (1,4-dioxane). Run at temperature 80 celsius. The product is Cl.C1(=NN=C2N1C1=C(N=C2)NC=C1)[C@H]1C[C@@H](CC1)CN (((1R,3R)-3-(6H-pyrrolo[2,3-e][1,2,4]triazolo[4,3-a]pyrazin-1-yl)cyclopentyl)methanamine hydrochloride). Yield: 33.0%. RXN SMILES: C(OC(=O)[NH:7][CH2:8][C@@H:9]1[CH2:13][CH2:12][C@@H:11]([C:14]([NH:16][NH:17][C:18]2[N:19]=[C:20]3[CH:26]=[CH:25][N:24](S(C4C=CC(C)=CC=4)(=O)=O)[C:21]3=[N:22][CH:23]=2)=O)[CH2:10]1)(C)(C)C.C(OC(NC[C@@H]1CC[C@@H](C(O)=O)C1)=O)(C)(C)C.CCN(C(C)C)C(C)C.O=S(Cl)[Cl:66].[OH-].[Na+]>O1CCOCC1>[ClH:66].[C:14]1([C@@H:11]2[CH2:12][CH2:13][C@@H:9]([CH2:8][NH2:7])[CH2:10]2)[N:19]2[C:20]3[CH:26]=[CH:25][NH:24][C:21]=3[N:22]=[CH:23][C:18]2=[N:17][N:16]=1 |f:4.5,7.8|. Procedure: To a solution of tert-butyl((1R,3R)-3-(2-(5-tosyl-5H-pyrrolo[2,3-b]pyrazin-2-yl)hydrazinecarbonyl)cyclopentyl)methylcarbamate (0.60 g, 1.1 mmol, prepared using A from (1R,3R)-3-((tert-butoxycarbonylamino)methyl)cyclopentanecarboxylic acid [AFID] and Preparation #9) and DIEA (0.79 mL, 4.5 mmol) in 1,4-dioxane (5 mL) was added SOCl2 (0.166 mL, 2.27 mmol). The reaction mixture was heated at about 80° C. for about 1 h before it was allowed to cool to ambient temperature. Aqueous NaOH (2 N, 4 mL, 8 m... Reactants: CN1C(C(C(CC1)C)(CCCO)C)C (1,2,3,4-tetramethyl-3-piperidinepropanol), [H-].[K+] (Potassium hydride), CN1C(C(C(CC1)C)(CCCO)C)C (1,2,3,4-tetramethyl-3-piperidinepropanol), C1(CC1)CBr (cyclopropylmethyl bromide). The reagents and catalysts are [I-].C(CCC)[N+](CCCC)(CCCC)CCCC (tetrabutylammonium iodide). The solvent is CCOCC (ether), CCCCCC (hexane), C1CCOC1 (THF), C1CCOC1 (THF), C1CCOC1 (THF). Run at time 45 minute. Yields the product C1(CC1)COCCCC1(C(N(CCC1C)C)C)C (3-[3-(cyclopropylmethoxy)propyl]1,2,3,4-tetramethylpiperidine). Yield: 45.4%. RXN SMILES: [H-].[K+].[CH3:3][N:4]1[CH2:9][CH2:8][CH:7]([CH3:10])[C:6]([CH3:15])([CH2:11][CH2:12][CH2:13][OH:14])[CH:5]1[CH3:16].[CH:17]1([CH2:20]Br)[CH2:19][CH2:18]1>CCCCCC.C1COCC1.[I-].C([N+](CCCC)(CCCC)CCCC)CCC.CCOCC>[CH:17]1([CH2:20][O:14][CH2:13][CH2:12][CH2:11][C:6]2([CH3:15])[CH:7]([CH3:10])[CH2:8][CH2:9][N:4]([CH3:3])[CH:5]2[CH3:16])[CH2:19][CH2:18]1 |f:0.1,6.7|. Procedure: Potassium hydride (3.8 g, 33 mmol) was washed with dry hexane (2×10 mL) and suspended in THF (60 mL) under a nitrogen atmosphere and 1,2,3,4-tetramethyl-3-piperidinepropanol (6.0 g, 30 mole) in THF (50 mL) was added dropwise over 10 minutes. The mixture was stirred at room temperature for 45 minutes then approximately 5 mole percent of tetrabutylammonium iodide, followed by cyclopropylmethyl bromide (4.5 g, 33 mmol) in THF (20 mL) was added. The mixture was stirred for 24 hours, diluted with eth... Starting materials: C(C)N(C=1C=C(C(=C2C=C(NC12)C(=O)N)C)C)S(=O)(=O)C=1SC=CC1 (7-[ethyl(2-thienylsulfonyl)amino]-4,5-dimethyl-1H-indole-2-carboxamide), COC=1C=CC(=CC1)P2(=S)SP(=S)(S2)C=3C=CC(=CC3)OC (Lawesson's reagent). Run in O1CCCC1 (tetrahydrofuran). Conditions: temperature 40 celsius, time 5 hour. Yields the product C(C)N(C=1C=C(C(=C2C=C(NC12)C(N)=S)C)C)S(=O)(=O)C=1SC=CC1 (7-[ethyl(2-thienylsulfonyl)amino]-4,5-dimethyl-1H-indole-2-carbothioamide). Yield: 76.7%. Reaction SMILES: [CH2:1]([N:3]([S:18]([C:21]1[S:22][CH:23]=[CH:24][CH:25]=1)(=[O:20])=[O:19])[C:4]1[CH:5]=[C:6]([CH3:17])[C:7]([CH3:16])=[C:8]2[C:12]=1[NH:11][C:10]([C:13]([NH2:15])=O)=[CH:9]2)[CH3:2].COC1C=CC(P2(SP(C3C=CC(OC)=CC=3)(=S)S2)=[S:35])=CC=1>O1CCCC1>[CH2:1]([N:3]([S:18]([C:21]1[S:22][CH:23]=[CH:24][CH:25]=1)(=[O:20])=[O:19])[C:4]1[CH:5]=[C:6]([CH3:17])[C:7]([CH3:16])=[C:8]2[C:12]=1[NH:11][C:10]([C:13](=[S:35])[NH2:15])=[CH:9]2)[CH3:2]. Procedure details: A mixture of 7-[ethyl(2-thienylsulfonyl)amino]-4,5-dimethyl-1H-indole-2-carboxamide (0.20 g), Lawesson's reagent (0.22 g) and tetrahydrofuran (10 mL) was stirred at 40° C. for 5 hr. The reaction solution was concentrated under reduced pressure. The obtained residue was subjected to silica gel column chromatography(ethyl acetate:hexane=1:9-ethyl acetate) to give 7-[ethyl(2-thienylsulfonyl)amino]-4,5-dimethyl-1H-indole-2-carbothioamide (0.16 g, yield 77%) as pale-yellow crystals. A mixed solution ... Starting materials: CN(C(OC(C1=CC=CC=C1)C=1N(C(=C(N1)C1=CC=CC=C1)C=1SC=2N=CN=C(C2N1)N)C)=O)C ([5-(7-Amino[1,3]thiazolo[5,4-d]pyrimidin-2-yl)-1-methyl-4-phenyl-1H-imidazol-2-yl](phenyl)methyl dimethylcarbamate), C1(CC1)C=O (cyclopropanecarboxaldehyde), gum. Product: CN(C(OC(C1CC1)C=1N(C(=C(N1)C1=CC=CC=C1)C=1SC=2N=CN=C(C2N1)N)C)=O)C ([5-(7-Amino[1,3]thiazolo[5,4-d]pyrimidin-2-yl)-1-methyl-4-phenyl-1H-imidazol-2-yl](cyclopropyl)methyl dimethylcarbamate). As a reaction SMILES: [CH3:1][N:2]([CH3:35])[C:3](=[O:34])[O:4][CH:5]([C:12]1[N:13]([CH3:33])[C:14]([C:23]2[S:24][C:25]3[N:26]=[CH:27][N:28]=[C:29]([NH2:32])[C:30]=3[N:31]=2)=[C:15]([C:17]2[CH:22]=[CH:21][CH:20]=[CH:19][CH:18]=2)[N:16]=1)[C:6]1[CH:11]=CC=C[CH:7]=1.C1(C=O)CC1>>[CH3:35][N:2]([CH3:1])[C:3](=[O:34])[O:4][CH:5]([C:12]1[N:13]([CH3:33])[C:14]([C:23]2[S:24][C:25]3[N:26]=[CH:27][N:28]=[C:29]([NH2:32])[C:30]=3[N:31]=2)=[C:15]([C:17]2[CH:22]=[CH:21][CH:20]=[CH:19][CH:18]=2)[N:16]=1)[CH:6]1[CH2:7][CH2:11]1. Procedure details: The title compound was prepared by a similar process to that described for Intermediate 97 but using cyclopropanecarboxaldehyde in place of benzaldehyde. Colourless gum (14 mg, 68%); Starting materials: OCc1ccc2c(c1)OCO2, CCCCP(CCCC)CCCC, COc1cc(C)c(S(=O)(=O)NC(CN2C(=O)c3ccccc3C2=O)C(=O)OC(C)(C)C)c(C)c1, O=C(N=NC(=O)N1CCCCC1)N1CCCCC1, c1ccccc1. The product is COc1cc(C)c(S(=O)(=O)N(Cc2ccc3c(c2)OCO3)C(CN2C(=O)c3ccccc3C2=O)C(=O)OC(C)(C)C)c(C)c1. As a reaction SMILES: [CH2:35]([c:36]1[cH:37][c:38]2[c:42]([cH:43][cH:44]1)[O:41][CH2:40][O:39]2)[OH:45].[CH2:46]([P:47]([CH2:48][CH2:49][CH2:50][CH3:51])[CH2:52][CH2:53][CH2:54][CH3:55])[CH2:56][CH2:57][CH3:58].[CH3:1][c:2]1[c:3]([S:11](=[O:12])(=[O:13])[NH:14][CH:15]([C:16](=[O:17])[O:18][C:19]([CH3:20])([CH3:21])[CH3:22])[CH2:23][N:24]2[C:25](=[O:34])[c:26]3[c:27]([cH:30][cH:31][cH:32][cH:33]3)[C:28]2=[O:29])[c:4]([CH3:10])[cH:5][c:6]([O:8][CH3:9])[cH:7]1.[N:59]([C:60]([N:61]1[CH2:62][CH2:63][CH2:64][CH2:65][CH2:66]1)=[O:67])=[N:68][C:69]([N:70]1[CH2:71][CH2:72][CH2:73][CH2:74][CH2:75]1)=[O:76].[cH:77]1[cH:78][cH:79][cH:80][cH:81][cH:82]1>>[CH3:1][c:2]1[c:3]([S:11](=[O:12])(=[O:13])[N:14]([CH:15]([C:16](=[O:17])[O:18][C:19]([CH3:20])([CH3:21])[CH3:22])[CH2:23][N:24]2[C:25](=[O:34])[c:26]3[c:27]([cH:30][cH:31][cH:32][cH:33]3)[C:28]2=[O:29])[CH2:35][c:36]2[cH:37][c:38]3[c:42]([cH:43][cH:44]2)[O:41][CH2:40][O:39]3)[c:4]([CH3:10])[cH:5][c:6]([O:8][CH3:9])[cH:7]1. The reactants are ClC=1C(=CC(=C(C(=O)NC2CN(N(C2)CC)CC)C1)OC)N(C)C (5-chloro-4-(dimethylamino)-2-methoxy-N-(1,2-diethyl-4-pyrazolidinyl)benzamide), Cl[O-].[Na+] (sodium hypochlorite). The product is C(C)N1N=CC(C1)NC(C1=C(C=C(C(=C1)Cl)N(C)C)OC)=O (N-(4,5-dihydro-1-ethyl-1H-pyrazol-4-yl)-5-chloro-4-(dimethylamino)-2-methoxybenzamide). As a reaction SMILES: [Cl:1][C:2]1[C:3]([N:22]([CH3:24])[CH3:23])=[CH:4][C:5]([O:20][CH3:21])=[C:6]([CH:19]=1)[C:7]([NH:9][CH:10]1[CH2:14][N:13](CC)[N:12]([CH2:17][CH3:18])[CH2:11]1)=[O:8].Cl[O-].[Na+]>>[CH2:17]([N:12]1[CH2:11][CH:10]([NH:9][C:7](=[O:8])[C:6]2[CH:19]=[C:2]([Cl:1])[C:3]([N:22]([CH3:23])[CH3:24])=[CH:4][C:5]=2[O:20][CH3:21])[CH:14]=[N:13]1)[CH3:18] |f:1.2|. Reported procedure: In accordance with the procedure of Example 2, 5-chloro-4-(dimethylamino)-2-methoxy-N-(1,2-diethyl-4-pyrazolidinyl)benzamide is reacted with sodium hypochlorite and the product is isolated. Reactants: FC([C@](CC=1NC=C(N1)CC1(CC1)C(F)(F)F)(O)C1=CC=C(C=C1)N1N=CC=C1)(F)F ((2R)-1,1,1-trifluoro-2-[4-(1H-pyrazol-1-yl)phenyl]-3-(4-{[1-(trifluoromethyl)cyclopropyl]methyl}-1H-imidazol-2-yl)propan-2-ol), C(C)(=O)OC(C)=O (acetic anhydride), [OH-].[Na+] (sodium hydroxide). Run in C(C)(=O)O (acetic acid). Product: FC(\C(=C/C=1NC=C(N1)CC1(CC1)C(F)(F)F)\C1=CC=C(C=C1)N1N=CC=C1)(F)F (1-{4-[(Z)-1-(trifluoromethyl)-2-(4-{[1-(trifluoromethyl)cyclopropyl]methyl}-1H-imidazol-2-yl)vinyl]phenyl}-1H-pyrazole). As a reaction SMILES: [F:1][C:2]([F:31])([F:30])[C@@:3]([C:19]1[CH:24]=[CH:23][C:22]([N:25]2[CH:29]=[CH:28][CH:27]=[N:26]2)=[CH:21][CH:20]=1)(O)[CH2:4][C:5]1[NH:6][CH:7]=[C:8]([CH2:10][C:11]2([C:14]([F:17])([F:16])[F:15])[CH2:13][CH2:12]2)[N:9]=1.C(OC(=O)C)(=O)C.[OH-].[Na+]>C(O)(=O)C>[F:31][C:2]([F:1])([F:30])/[C:3](/[C:19]1[CH:20]=[CH:21][C:22]([N:25]2[CH:29]=[CH:28][CH:27]=[N:26]2)=[CH:23][CH:24]=1)=[CH:4]\[C:5]1[NH:6][CH:7]=[C:8]([CH2:10][C:11]2([C:14]([F:15])([F:16])[F:17])[CH2:12][CH2:13]2)[N:9]=1 |f:2.3|. Reported procedure: A suspension of (2R)-1,1,1-trifluoro-2-[4-(1H-pyrazol-1-yl)phenyl]-3-(4-{[1-(trifluoromethyl)cyclopropyl]methyl}-1H-imidazol-2-yl)propan-2-ol in acetic acid (10 mL)/acetic anhydride (10 mL) was heated to reflux. The reaction mixture was poured into 1M sodium hydroxide solution until basic and extracted with diethyl ether. The crude product was dissolved in a mixture of methanol and acetonitrile and charged with 1M sodium hydroxide. It was heated to reflux overnight, and the reaction mixture was ... Reactants: BrCC(=O)OC(C)(C)C (t-butyl bromoacetate), [H-].[Na+] (sodium hydride), suspension, Br.NC1C(SC2=C(NC1=O)C=CC=C2)C2=CC=CC=C2 (3-amino-2-phenyl-2,3-dihydro-1,5-benzothiazepin-4(5H)-one hydrobromide). Reported procedure: 4.8 g of 3-amino-2-phenyl-2,3-dihydro-1,5-benzothiazepin-4(5H)-one hydrobromide was dissolved in 80 ml of N,N-dimethylformamide. After the addition of 1.2 g of sodium hydride (in the form of a 60% suspension in oil), the resulting mixture was stirred at 50° C. for an hour. Then, a solution of 2.7 g of t-butyl bromoacetate in 10 ml of N,N-dimethylformamide was added and the mixture was stirred at 50° C. for an additional hour. After the solvent was distilled off under reduced pressure, hexane was... Reaction SMILES: Br.[NH2:2][CH:3]1[C:9](=[O:10])[NH:8][C:7]2[CH:11]=[CH:12][CH:13]=[CH:14][C:6]=2[S:5][CH:4]1[C:15]1[CH:20]=[CH:19][CH:18]=[CH:17][CH:16]=1.[H-].[Na+].Br[CH2:24][C:25]([O:27][C:28]([CH3:31])([CH3:30])[CH3:29])=[O:26]>CN(C)C=O>[NH2:2][CH:3]1[C:9](=[O:10])[N:8]([CH2:24][C:25]([O:27][C:28]([CH3:31])([CH3:30])[CH3:29])=[O:26])[C:7]2[CH:11]=[CH:12][CH:13]=[CH:14][C:6]=2[S:5][CH:4]1[C:15]1[CH:16]=[CH:17][CH:18]=[CH:19][CH:20]=1 |f:0.1,2.3|. Product: NC1C(SC2=C(N(C1=O)CC(=O)OC(C)(C)C)C=CC=C2)C2=CC=CC=C2 (3-amino-5-t-butoxycarbonylmethyl-2-phenyl-2,3-dihydro-1,5-benzothiazepin-4(5H)-one). Reaction conditions: temperature 50 celsius. Yield: 76.1%. Run in CN(C=O)C (N,N-dimethylformamide), CN(C=O)C (N,N-dimethylformamide).